The task is: describe an organic reaction: reactants, conditions, products, and yield. This data is from the Open Reaction Database (ORD), a public repository of structured organic reaction records. The reactants are [Cl-].[Zn+2].[Cl-] (zinc chloride), C1(=CC=CC=C1)[Mg]Br (phenylmagnesium bromide), O1CCOCC1 (dioxan). Solvent: C1CCOC1 (THF). Reaction conditions: time 2 hour. The product is C1(=CC=CC=C1)[Zn]C1=CC=CC=C1 (Diphenylzinc). As a reaction SMILES: [Cl-].[Zn+2:2].[Cl-].[C:4]1([Mg]Br)[CH:9]=[CH:8][CH:7]=[CH:6][CH:5]=1.O1[CH2:17][CH2:16]OCC1>C1COCC1>[C:4]1([Zn:2][C:17]2[CH:16]=[CH:6][CH:5]=[CH:4][CH:9]=2)[CH:9]=[CH:8][CH:7]=[CH:6][CH:5]=1 |f:0.1.2|. Procedure details: The zinc chloride solution was charged to the flask by syringe and diluted with 60 ml THF all under a nitrogen atmosphere. The stirrer was started and phenylmagnesium bromide introduced using a dry 20 ml syringe dropwise over 5 min initially forming a precipitate which dissolved by the end of the addition. The reaction mixture was held at 20-25° C. during addition and stirred for a total of 2 hours. The dioxan was then added by syringe causing a fine, white solid to precipitate. The slurry was s...